Task: describe an organic reaction: reactants, conditions, products, and yield. Dataset: the Open Reaction Database (ORD), a public repository of structured organic reaction records Starting materials: [H-].[Na+] (Sodium hydride), C1(=CC=CC=C1)C=1C(=CNC1)C(=O)OC (methyl 4-phenylpyrrole-3-carboxylate), CS(=O)(=O)OCC1=CC(=CC(=C1)OCC1=CC=CC=C1)OCC1=CC=CC=C1 (3,5-dibenzyloxybenzyl methanesulfonate), CN(C=O)C (N,N-dimethylformamide). Run in O (water). Reaction conditions: time 30 minute. Product: C(C1=CC=CC=C1)OC=1C=C(CN2C=C(C(=C2)C2=CC=CC=C2)C(=O)OC)C=C(C1)OCC1=CC=CC=C1 (methyl 1-(3,5-dibenzyloxybenzyl)-4-phenylpyrrole-3-carboxylate). Yield: 95.4%. Reaction SMILES: [H-].[Na+].[C:3]1([C:9]2[C:10]([C:14]([O:16][CH3:17])=[O:15])=[CH:11][NH:12][CH:13]=2)[CH:8]=[CH:7][CH:6]=[CH:5][CH:4]=1.CS(O[CH2:23][C:24]1[CH:29]=[C:28]([O:30][CH2:31][C:32]2[CH:37]=[CH:36][CH:35]=[CH:34][CH:33]=2)[CH:27]=[C:26]([O:38][CH2:39][C:40]2[CH:45]=[CH:44][CH:43]=[CH:42][CH:41]=2)[CH:25]=1)(=O)=O.CN(C)C=O>O>[CH2:39]([O:38][C:26]1[CH:25]=[C:24]([CH:29]=[C:28]([O:30][CH2:31][C:32]2[CH:37]=[CH:36][CH:35]=[CH:34][CH:33]=2)[CH:27]=1)[CH2:23][N:12]1[CH:13]=[C:9]([C:3]2[CH:4]=[CH:5][CH:6]=[CH:7][CH:8]=2)[C:10]([C:14]([O:16][CH3:17])=[O:15])=[CH:11]1)[C:40]1[CH:41]=[CH:42][CH:43]=[CH:44][CH:45]=1 |f:0.1|. Procedure: Sodium hydride (60%, oily, 2.20 g) was added to a mixture of methyl 4-phenylpyrrole-3-carboxylate (11.10 g), 3,5-dibenzyloxybenzyl methanesulfonate (21.9 g) and N,N-dimethylformamide (200 ml) at 0° C., and the mixture was stirred at room temperature for 30 minutes. The reaction mixture was poured into water, which was extracted with ethyl acetate. The ethyl acetate layer was washed with water, then with saturated aqueous sodium chloride solution, dried (MgSO4), and concentrated. The residue was ... Starting materials: COC([C@@H](NC(=S)C1=C(C=CC=C1C)Cl)CC1=CC=C(C=C1)NC(=O)C1=C(C=CC=C1Cl)Cl)=O (N-[(2-chloro-6-methylphenyl)thioxomethyl]-4-[[(2,6 -dichlorophenyl)carbonyl]amino]-L-phenylalanine methyl ester), [OH-].[Na+] (sodium hydroxide). Run in C(C)O (ethanol). Reaction conditions: temperature 52.5 celsius, time 3.5 hour. Yields the product ClC1=C(C(=CC=C1)C)C(N[C@@H](CC1=CC=C(C=C1)NC(=O)C1=C(C=CC=C1Cl)Cl)C(=O)O)=S (N-[(2-chloro-6-methylphenyl)thioxomethyl]-4-[[(2,6-dichlorophenyl)carbonyl]amino]-L-phenylalanine). Isolated yield 96.1%. Reaction SMILES: C[O:2][C:3](=[O:34])[C@H:4]([CH2:16][C:17]1[CH:22]=[CH:21][C:20]([NH:23][C:24]([C:26]2[C:31]([Cl:32])=[CH:30][CH:29]=[CH:28][C:27]=2[Cl:33])=[O:25])=[CH:19][CH:18]=1)[NH:5][C:6]([C:8]1[C:13]([CH3:14])=[CH:12][CH:11]=[CH:10][C:9]=1[Cl:15])=[S:7].[OH-].[Na+]>C(O)C>[Cl:15][C:9]1[CH:10]=[CH:11][CH:12]=[C:13]([CH3:14])[C:8]=1[C:6](=[S:7])[NH:5][C@H:4]([C:3]([OH:34])=[O:2])[CH2:16][C:17]1[CH:18]=[CH:19][C:20]([NH:23][C:24]([C:26]2[C:27]([Cl:33])=[CH:28][CH:29]=[CH:30][C:31]=2[Cl:32])=[O:25])=[CH:21][CH:22]=1 |f:1.2|. Procedure details: To a suspension of N-[(2-chloro-6-methylphenyl)thioxomethyl]-4-[[(2,6 -dichlorophenyl)carbonyl]amino]-L-phenylalanine methyl ester (2.89 mmol, 1.55 g) in ethanol (8 mL) was added aqueous 1.0N sodium hydroxide (5 mL) at room temperature. The mixture was heated to 50-55° C. and the resulting clear solution was stirred for 3-4 h. TLC analysis of the mixture indicated the absence of starting material. The mixture was concentrated to remove ethanol, then was diluted with 15 mL of water and extracted ...